This data is from the Open Reaction Database (ORD), a public repository of structured organic reaction records. The task is: describe an organic reaction: reactants, conditions, products, and yield Starting materials: CC=1SC=C(N1)CCl (2-Methyl-4-(chloromethyl)thiazole), C(O)CN (ethanolamine). Run in ClCCl (dichloromethane). Product: CC=1SC=C(N1)CNCCO (2-{[(2-methyl-1,3-thiazol-4-yl)methyl]amino}ethanol). Yield: 85.0%. As a reaction SMILES: [CH3:1][C:2]1[S:3][CH:4]=[C:5]([CH2:7]Cl)[N:6]=1.[CH2:9]([CH2:11][NH2:12])[OH:10]>ClCCl>[CH3:1][C:2]1[S:3][CH:4]=[C:5]([CH2:7][NH:12][CH2:11][CH2:9][OH:10])[N:6]=1. Procedure details: 2-Methyl-4-(chloromethyl)thiazole (2.24 g) was treated with ethanolamine (11.6 mL, 10 equivalents) in dichloromethane at 25° C. for 16 hrs. The solvent was evaporated and the residue partitioned between ethyl acetate and brine. The organic layer was separated and extracted with ethyl acetate (5×). The organic layers were combined and washed with brine, dried over Na2SO4, and the solvents were evaporated to give 2.4 g (85%) of title compound. Reactants: CC(C)(C)OC(=O)NCCCCCCCC(=O)O, CN1CCOCC1, CCN=C=NCCCN(C)C, CCCCNC, ClCCl, Cl, Cl, O, O, Oc1cccc2[nH]nnc12. Product: CCCCN(C)C(=O)CCCCCCCNC(=O)OC(C)(C)C. Reaction SMILES: [C:1]([CH3:2])([CH3:3])([CH3:4])[O:5][C:6](=[O:7])[NH:8][CH2:9][CH2:10][CH2:11][CH2:12][CH2:13][CH2:14][CH2:15][C:16](=[O:17])[OH:18].[CH3:19][N:20]1[CH2:21][CH2:22][O:23][CH2:24][CH2:25]1.[CH3:27][N:28]([CH3:29])[CH2:30][CH2:31][CH2:32][N:33]=[C:34]=[N:35][CH2:36][CH3:37].[CH3:39][NH:40][CH2:41][CH2:42][CH2:43][CH3:44].[Cl:56][CH2:57][Cl:58].[ClH:26].[ClH:38].[OH2:45].[OH2:59].[OH:46][c:47]1[c:48]2[n:49][n:50][nH:51][c:52]2[cH:53][cH:54][cH:55]1>>[C:1]([CH3:2])([CH3:3])([CH3:4])[O:5][C:6](=[O:7])[NH:8][CH2:9][CH2:10][CH2:11][CH2:12][CH2:13][CH2:14][CH2:15][C:16](=[O:18])[N:40]([CH3:39])[CH2:41][CH2:42][CH2:43][CH3:44]. The reactants are OCCOC1=C2C(SCC1)SC(=C2)S(=O)(=O)N (5,6-dihydro-4-(2-hydroxyethoxy)thieno[2,3-b]thiopyran-2-sulfonamide), OOS(=O)[O-].[K+] (OXONE). The solvent is CO (CH3OH), O (water). Conditions: time 8 hour. Yields the product OCCOC1=C2C(S(CC1)(=O)=O)SC(=C2)S(=O)(=O)N (5,6-Dihydro-4-(2-hydroxyethoxy)thieno[2,3-b]thiopyran-2-sulfonamide-7,7-dioxide). RXN SMILES: [OH:1][CH2:2][CH2:3][O:4][C:5]1[CH2:10][CH2:9]S[CH:7]2[S:11][C:12]([S:14]([NH2:17])(=[O:16])=[O:15])=[CH:13][C:6]=12.OO[S:20]([O-:22])=[O:21].[K+]>CO.O>[OH:1][CH2:2][CH2:3][O:4][C:5]1[CH2:10][CH2:9][S:20](=[O:22])(=[O:21])[CH:7]2[S:11][C:12]([S:14]([NH2:17])(=[O:16])=[O:15])=[CH:13][C:6]=12 |f:1.2|. Procedure details: To a stirred solution of 5,6-dihydro-4-(2-hydroxyethoxy)thieno[2,3-b]thiopyran-2-sulfonamide (1.0 g, 0.0034 mole) in CH3OH (20 ml) was added dropwise a solution of OXONE® (3.15 g, 0.005 mole) in water (20 ml). The mixture was stirred at ambient temperature overnight and then filtered, washing the filter cake thoroughly with CH3OH. Methanol was stripped from the filtrate in vacuo and the residue was extracted repeatedly with ethyl acetate. Evaporation of the dried extract left the crude product a... Reactants: C([O-])([O-])=O.[Cs+].[Cs+] (Cesium carbonate), BrCCBr (1,2-dibromoethane), ClC=1N=C(C2=C(N1)NC(=C2)C(C)(C)O)Cl (2-(2,4-dichloro-7H-pyrrolo[2,3-d]pyrimidin-6-yl)-propan-2-ol). Solvent: CN(C)C=O (DMF). Reaction conditions: temperature 100 celsius. The product is ClC1=NC(=NC=2N3CCOC(C3=CC12)(C)C)Cl (1,3-dichloro-8,8-dimethyl-5,6-dihydro-8H-7-oxa-2,4,4b-triaza-fluorene). RXN SMILES: C(=O)([O-])[O-].[Cs+].[Cs+].Br[CH2:8][CH2:9]Br.[Cl:11][C:12]1[N:13]=[C:14]([Cl:25])[C:15]2[CH:20]=[C:19]([C:21]([OH:24])([CH3:23])[CH3:22])[NH:18][C:16]=2[N:17]=1>CN(C=O)C>[Cl:25][C:14]1[C:15]2[CH:20]=[C:19]3[N:18]([CH2:8][CH2:9][O:24][C:21]3([CH3:22])[CH3:23])[C:16]=2[N:17]=[C:12]([Cl:11])[N:13]=1 |f:0.1.2|. Procedure: Cesium carbonate (1.2 g, 3.7 mmol) and 1,2-dibromoethane (316 μL, 3.7 mmol) were added to a solution of 2-(2,4-dichloro-7H-pyrrolo[2,3-d]pyrimidin-6-yl)-propan-2-ol (304 mg, 1.23 mmol) in DMF (4 mL) and the reaction mixture was heated at 100° C. for 45 min, then partitioned between water and ethyl acetate. The organic extract was separated and washed with brine, then dried (Na2SO4) and concentrated in vacuo affording 1,3-dichloro-8,8-dimethyl-5,6-dihydro-8H-7-oxa-2,4,4b-triaza-fluorene. A mixtur...